From a dataset of the Open Reaction Database (ORD), a public repository of structured organic reaction records. describe an organic reaction: reactants, conditions, products, and yield Product: C(C)(=O)N1C(C(C2=CC(=CC=C12)[N+](=O)[O-])=C(C1=CC=C(C=C1)C)O)=O (1-acetyl-3-[1-hydroxy-1-(4-methyl-phenyl)methylidene]-5-nitro-2-indolinone). RXN SMILES: [C:1]([N:4]1[C:12]2[C:7](=[CH:8][C:9]([N+:13]([O-:15])=[O:14])=[CH:10][CH:11]=2)[CH2:6][C:5]1=[O:16])(=[O:3])[CH3:2].[CH3:17][C:18]1[CH:26]=[CH:25][C:21]([C:22](O)=[O:23])=[CH:20][CH:19]=1.CN(C(ON1N=NC2C=CC=CC1=2)=[N+](C)C)C.[B-](F)(F)(F)F.C1C=CC2N(O)N=NC=2C=1.CCN(C(C)C)C(C)C>CN(C=O)C>[C:1]([N:4]1[C:12]2[C:7](=[CH:8][C:9]([N+:13]([O-:15])=[O:14])=[CH:10][CH:11]=2)[C:6](=[C:22]([OH:23])[C:21]2[CH:25]=[CH:26][C:18]([CH3:17])=[CH:19][CH:20]=2)[C:5]1=[O:16])(=[O:3])[CH3:2] |f:2.3|. Reported procedure: Prepared analogously to Example 10(a) from 1-acetyl-5-nitro-2-indolinone and 4-methyl-benzoic acid in dry DMF in the presence of TBTU, HOBT and Hunig's base (20° C., overnight) and final purification by column chromatography on silica gel with CH2Cl2 as eluant. The solvent is CN(C)C=O (DMF). The reactants are C(C)(=O)N1C(CC2=CC(=CC=C12)[N+](=O)[O-])=O (1-acetyl-5-nitro-2-indolinone), CC1=CC=C(C(=O)O)C=C1 (4-methyl-benzoic acid), CN(C)C(=[N+](C)C)ON1C2=C(C=CC=C2)N=N1.[B-](F)(F)(F)F (TBTU), C=1C=CC2=C(C1)N=NN2O (HOBT), CCN(C(C)C)C(C)C (Hunig's base). Reactants: ice, P(=O)([O-])([O-])[O-] (phosphate), [Si](C)(C)(C(C)(C)C)OC[C@H]1N(CC=C1C(=O)OC)C(=O)OCC=C (1-allyl 3-methyl (2S)-2-({[tert-butyl(dimethyl)silyl]oxy}methyl)-2,5-dihydro-1H-pyrrole-1,3-dicarboxylate), BrCCl (bromochloromethane), C(CCC)[Li] (n-butyllithium), CCCCCC (hexane). Solvent: C(C)(=O)OCC (ethyl acetate), C1CCOC1 (THF). Run at time 30 minute. Yields the product [Si](C)(C)(C(C)(C)C)OC[C@H]1N(CC=C1C(CCl)=O)C(=O)OCC=C (allyl (2S)-2-({[tert-butyl(dimethyl)silyl]oxy}methyl)-3-(chloroacetyl)-2,5-dihydro-1H-pyrrole-1-carboxylate). The yield is 79.3%. Reaction SMILES: [Si:1]([O:8][CH2:9][C@@H:10]1[C:14]([C:15]([O:17]C)=O)=[CH:13][CH2:12][N:11]1[C:19]([O:21][CH2:22][CH:23]=[CH2:24])=[O:20])([C:4]([CH3:7])([CH3:6])[CH3:5])([CH3:3])[CH3:2].Br[CH2:26][Cl:27].C([Li])CCC.CCCCCC.P([O-])([O-])([O-])=O>C1COCC1.C(OCC)(=O)C>[Si:1]([O:8][CH2:9][C@@H:10]1[C:14]([C:15](=[O:17])[CH2:26][Cl:27])=[CH:13][CH2:12][N:11]1[C:19]([O:21][CH2:22][CH:23]=[CH2:24])=[O:20])([C:4]([CH3:7])([CH3:5])[CH3:6])([CH3:3])[CH3:2]. Procedure: To a solution of 1-allyl 3-methyl (2S)-2-({[tert-butyl(dimethyl)silyl]oxy}methyl)-2,5-dihydro-1H-pyrrole-1,3-dicarboxylate (0.20 g, 0.55 mmol) and bromochloromethane (54 ml, 0.83 mmol) in THF (6 ml) was added at −90 to −80° C. a solution of n-butyllithium in hexane (1.59M, 0.52 ml, 0.83 mmol) over a 10 minutes period. After stirring for additional 30 minutes, the reaction mixture was poured into a mixture of ice (10 g) and phosphate buffer (pH 7.0, 10 ml). After ethyl acetate was added and the m...